This data is from the Open Reaction Database (ORD), a public repository of structured organic reaction records. The task is: describe an organic reaction: reactants, conditions, products, and yield The reactants are C(C1=CC=CC=C1)N1CCN(CC1)C=1C=NC=C(C1)Br (1-benzyl-4-(5-bromo-pyridin-3-yl)-piperazine), C(C)(C)(C)P(C(C)(C)C)C(C)(C)C (tri-tert-butyl-phosphane), C(C)(C)C1=CC=C(C=C1)S(=O)(=O)N (4-isopropylbenzene sulfonamide), [H-].[Na+] (sodium hydride). The reagents and catalysts are C=1C=CC(=CC1)/C=C/C(=O)/C=C/C2=CC=CC=C2.C=1C=CC(=CC1)/C=C/C(=O)/C=C/C2=CC=CC=C2.C=1C=CC(=CC1)/C=C/C(=O)/C=C/C2=CC=CC=C2.[Pd].[Pd] (Pd2(dba)3). Solvent: FC(F)(F)C1=CC=CC=C1 (trifluoromethylbenzene), FC(F)(F)C1=CC=CC=C1 (trifluoromethyl benzene). The product is C(C1=CC=CC=C1)N1CCN(CC1)C=1C=C(C=NC1)NS(=O)(=O)C1=CC=C(C=C1)C(C)C (N-[5-(4-Benzyl-piperazin-1-yl)-pyridin-3-yl]-4-isopropyl-benzenesulfonamide). The yield is 25.2%. Reaction SMILES: [CH2:1]([N:8]1[CH2:13][CH2:12][N:11]([C:14]2[CH:15]=[N:16][CH:17]=[C:18](Br)[CH:19]=2)[CH2:10][CH2:9]1)[C:2]1[CH:7]=[CH:6][CH:5]=[CH:4][CH:3]=1.C(P(C(C)(C)C)C(C)(C)C)(C)(C)C.[CH:34]([C:37]1[CH:42]=[CH:41][C:40]([S:43]([NH2:46])(=[O:45])=[O:44])=[CH:39][CH:38]=1)([CH3:36])[CH3:35].[H-].[Na+]>FC(C1C=CC=CC=1)(F)F.C1C=CC(/C=C/C(/C=C/C2C=CC=CC=2)=O)=CC=1.C1C=CC(/C=C/C(/C=C/C2C=CC=CC=2)=O)=CC=1.C1C=CC(/C=C/C(/C=C/C2C=CC=CC=2)=O)=CC=1.[Pd].[Pd]>[CH2:1]([N:8]1[CH2:13][CH2:12][N:11]([C:14]2[CH:19]=[C:18]([NH:46][S:43]([C:40]3[CH:41]=[CH:42][C:37]([CH:34]([CH3:36])[CH3:35])=[CH:38][CH:39]=3)(=[O:44])=[O:45])[CH:17]=[N:16][CH:15]=2)[CH2:10][CH2:9]1)[C:2]1[CH:7]=[CH:6][CH:5]=[CH:4][CH:3]=1 |f:3.4,6.7.8.9.10|. Procedure: To a solution of 1-benzyl-4-(5-bromo-pyridin-3-yl)-piperazine (320 mg, 0.88 mmol) in 5 ml trifluoromethylbenzene under an argon atmosphere was added Pd2(dba)3 (40 mg, 0.04 mmol), and tri-tert-butyl-phosphane (27 mg, 0.13 mmol). To a solution of 4-isopropylbenzene sulfonamide (175 mg, 0.88 mol) in 10 ml trifluoromethyl benzene in a separate flask was added sodium hydride (50%, 42 mg, 0.88 mmol) at 50° C. This second solution was added after cooling to room temperature to the first solution. The m... The reactants are CC(C)(C)OC(=O)NCC(O)c1cccc(Cl)c1, C1CCOC1, O=C1NC(=O)c2ccccc21, CCOC(=O)N=NC(=O)OCC, c1ccc(P(c2ccccc2)c2ccccc2)cc1. The product is CC(C)(C)OC(=O)NCC(c1cccc(Cl)c1)N1C(=O)c2ccccc2C1=O. As a reaction SMILES: [C:1]([CH3:2])([CH3:3])([CH3:4])[O:5][C:6]([NH:7][CH2:8][CH:9]([OH:10])[c:11]1[cH:12][c:13]([Cl:17])[cH:14][cH:15][cH:16]1)=[O:18].[CH2:61]1[O:62][CH2:63][CH2:64][CH2:65]1.[O:19]=[C:20]1[NH:21][C:22](=[O:23])[c:24]2[cH:25][cH:26][cH:27][cH:28][c:29]21.[O:49]=[C:50]([O:51][CH2:52][CH3:53])[N:54]=[N:55][C:56]([O:57][CH2:58][CH3:59])=[O:60].[c:30]1([P:31]([c:32]2[cH:33][cH:34][cH:35][cH:36][cH:37]2)[c:38]2[cH:39][cH:40][cH:41][cH:42][cH:43]2)[cH:44][cH:45][cH:46][cH:47][cH:48]1>>[C:1]([CH3:2])([CH3:3])([CH3:4])[O:5][C:6]([NH:7][CH2:8][CH:9]([c:11]1[cH:12][c:13]([Cl:17])[cH:14][cH:15][cH:16]1)[N:21]1[C:20](=[O:19])[c:29]2[c:24]([cH:25][cH:26][cH:27][cH:28]2)[C:22]1=[O:23])=[O:18]. The reactants are OBO, Cc1oc(-c2ccc(Br)cc2)nc1CCN1CCCC1C, COc1ccccc1. Yields the product COc1ccc(-c2ccc(-c3nc(CCN4CCCC4C)c(C)o3)cc2)cc1. As a reaction SMILES: [BH:1]([OH:2])[OH:3].[Br:12][c:13]1[cH:14][cH:15][c:16](-[c:19]2[o:20][c:21]([CH3:32])[c:22]([CH2:24][CH2:25][N:26]3[CH:27]([CH3:31])[CH2:28][CH2:29][CH2:30]3)[n:23]2)[cH:17][cH:18]1.[CH3:4][O:5][c:6]1[cH:7][cH:8][cH:9][cH:10][cH:11]1>>[CH3:4][O:5][c:6]1[cH:7][cH:8][c:9](-[c:13]2[cH:14][cH:15][c:16](-[c:19]3[o:20][c:21]([CH3:32])[c:22]([CH2:24][CH2:25][N:26]4[CH:27]([CH3:31])[CH2:28][CH2:29][CH2:30]4)[n:23]3)[cH:17][cH:18]2)[cH:10][cH:11]1. Reactants: ClC1=NC(=CC=C1NC(=O)C=1C(=NC=CC1)Cl)Cl (N-(2,6-dichloro-3-pyridinyl)-2-chloro-3-pyridinecarboxamide), C(C)N (ethylamine). Solvent: xylenes. Run at temperature 165 celsius. Yields the product ClC1=NC(=CC=C1NC(=O)C=1C(=NC=CC1)NCC)Cl (N-(2,6-Dichloro-3-pyridinyl)-2-ethylamino-3-pyridinecarboxamide). The yield is 59.8%. Reaction SMILES: [Cl:1][C:2]1[C:7]([NH:8][C:9]([C:11]2[C:12](Cl)=[N:13][CH:14]=[CH:15][CH:16]=2)=[O:10])=[CH:6][CH:5]=[C:4]([Cl:18])[N:3]=1.[CH2:19]([NH2:21])[CH3:20]>>[Cl:1][C:2]1[C:7]([NH:8][C:9]([C:11]2[C:12]([NH:21][CH2:19][CH3:20])=[N:13][CH:14]=[CH:15][CH:16]=2)=[O:10])=[CH:6][CH:5]=[C:4]([Cl:18])[N:3]=1. Procedure details: A mixture of N-(2,6-dichloro-3-pyridinyl)-2-chloro-3-pyridinecarboxamide (12.0 g, 39.8 mmol), ethylamine (3.6 g, 80.7 mmol), and 30 mL of xylenes in a sealed vessel was heated at 165° C. for 6 hours. The reaction mixture was cooled to room temperature and extracted with ethyl acetate to give 7.4 g of the title compound, suitable for use in the next reaction. Starting materials: COc1c(C#N)cc(-c2ccccc2)c(F)c1NC(=O)C(F)(F)F, O=C([O-])[O-], CO, [K+], [K+]. Product: COc1c(C#N)cc(-c2ccccc2)c(F)c1N. As a reaction SMILES: [C:1](#[N:2])[c:3]1[c:4]([O:23][CH3:24])[c:5]([NH:16][C:17](=[O:18])[C:19]([F:20])([F:21])[F:22])[c:6]([F:15])[c:7](-[c:9]2[cH:10][cH:11][cH:12][cH:13][cH:14]2)[cH:8]1.[C:25](=[O:26])([O-:27])[O-:28].[CH3:31][OH:32].[K+:29].[K+:30]>>[C:1](#[N:2])[c:3]1[c:4]([O:23][CH3:24])[c:5]([NH2:16])[c:6]([F:15])[c:7](-[c:9]2[cH:10][cH:11][cH:12][cH:13][cH:14]2)[cH:8]1.